From a dataset of the Open Reaction Database (ORD), a public repository of structured organic reaction records. describe an organic reaction: reactants, conditions, products, and yield Reactants: ice, C(C)(C)(C)OC(CN(S(=O)(=O)C1=CC=C(C=C1)C)CCCCCCCC)=O ([octyl-(toluene-4-sulfonyl)amino]-acetic acid tert-butyl ester), C(=O)(C(F)(F)F)O (TFA). Solvent: ClCCl (dichloromethane), ClCCl (dichloromethane). Run at time 8 hour. Product: C(CCCCCCC)N(S(=O)(=O)C1=CC=C(C=C1)C)CC(=O)O ([Octyl-(toluene-4-sulfonyl)amino]-acetic acid). Yield: 99.1%. As a reaction SMILES: C([O:5][C:6](=[O:27])[CH2:7][N:8]([CH2:19][CH2:20][CH2:21][CH2:22][CH2:23][CH2:24][CH2:25][CH3:26])[S:9]([C:12]1[CH:17]=[CH:16][C:15]([CH3:18])=[CH:14][CH:13]=1)(=[O:11])=[O:10])(C)(C)C.C(O)(C(F)(F)F)=O>ClCCl>[CH2:19]([N:8]([CH2:7][C:6]([OH:27])=[O:5])[S:9]([C:12]1[CH:13]=[CH:14][C:15]([CH3:18])=[CH:16][CH:17]=1)(=[O:11])=[O:10])[CH2:20][CH2:21][CH2:22][CH2:23][CH2:24][CH2:25][CH3:26]. Procedure: An ice-cooled solution of [octyl-(toluene-4-sulfonyl)amino]-acetic acid tert-butyl ester (5.2 g, 0.013 mol) in dichloromethane (50 ml) was further diluted by the addition of 25% TFA in dichloromethane (200 ml). The reaction mixture was stored at 4° C. overnight. Solvents were removed under reduced pressure and the residue was azeotroped with toluene. The resulting crude oil was purified by flash chromatography (silica gel, 10% methanol in dichloromethane) to give the title compound as a white so... Reactants: C1CCOC1, CC(C)C[AlH]CC(C)C, CO, N#Cc1ccc(-c2ccc(N3CCN(CC4CC4)CC3)nc2)cc1, [Na+], [OH-], O. Product: O=Cc1ccc(-c2ccc(N3CCN(CC4CC4)CC3)nc2)cc1. Reaction SMILES: [CH2:38]1[O:39][CH2:40][CH2:41][CH2:42]1.[CH3:25][CH:26]([CH2:27][AlH:28][CH2:29][CH:30]([CH3:31])[CH3:32])[CH3:33].[CH3:34][OH:35].[CH:1]1([CH2:4][N:5]2[CH2:6][CH2:7][N:8]([c:11]3[cH:12][cH:13][c:14](-[c:17]4[cH:18][cH:19][c:20]([C:21]#[N:22])[cH:23][cH:24]4)[cH:15][n:16]3)[CH2:9][CH2:10]2)[CH2:2][CH2:3]1.[Na+:37].[OH-:36].[OH2:43]>>[CH:1]1([CH2:4][N:5]2[CH2:6][CH2:7][N:8]([c:11]3[cH:12][cH:13][c:14](-[c:17]4[cH:18][cH:19][c:20]([CH:21]=[O:35])[cH:23][cH:24]4)[cH:15][n:16]3)[CH2:9][CH2:10]2)[CH2:2][CH2:3]1. The reactants are FC(=C(F)F)OB([O-])[O-].[K+].[K+] (Potassium trifluorovinylborate), BrC1=C(N=C(S1)C=1C=NN(C1C(=O)OC)C)C(F)F (methyl 4-(5-bromo-4-(difluoromethyl)thiazol-2-yl)-1-methyl-1H-pyrazole-5-carboxylate), [B-](C=C)(F)(F)F.[K+] (potassium trifluoro(vinyl)borate). Reagents/catalysts: [Pd](Cl)Cl.C1(=CC=CC=C1)P([C-]1C=CC=C1)C1=CC=CC=C1.[C-]1(C=CC=C1)P(C1=CC=CC=C1)C1=CC=CC=C1.[Fe+2] (1,1′-bis(diphenylphosphino)ferrocene-palladium(II) dichloride), [Pd](Cl)Cl.C1(=CC=CC=C1)P([C-]1C=CC=C1)C1=CC=CC=C1.[C-]1(C=CC=C1)P(C1=CC=CC=C1)C1=CC=CC=C1.[Fe+2] (1,1′-bis(diphenylphosphino)ferrocene-palladium(II) dichloride). The solvent is C(C)O (ethanol), C(C)N(CC)CC (triethylamine), C(C)N(CC)CC (triethylamine), C(C)(=O)OCC (ethyl acetate). Run at temperature 100 celsius, time 17 hour. Yields the product FC(C=1N=C(SC1C=C)C=1C=NN(C1C(=O)OC)C)F (methyl 4-(4-(difluoromethyl)-5-vinylthiazol-2-yl)-1-methyl-1H-pyrazole-5-carboxylate). The yield is 58.0%. RXN SMILES: F[C:2](OB([O-])[O-])=[C:3]([F:5])[F:4].[K+].[K+].Br[C:13]1[S:17][C:16]([C:18]2[CH:19]=[N:20][N:21]([CH3:27])[C:22]=2[C:23]([O:25][CH3:26])=[O:24])=[N:15][C:14]=1[CH:28](F)F.[B-](F)(F)(F)C=C.[K+]>[Pd](Cl)Cl.C1(P(C2C=CC=CC=2)[C-]2C=CC=C2)C=CC=CC=1.[C-]1(P(C2C=CC=CC=2)C2C=CC=CC=2)C=CC=C1.[Fe+2].C(OCC)(=O)C.C(N(CC)CC)C.C(O)C>[F:4][CH:3]([F:5])[C:2]1[N:15]=[C:16]([C:18]2[CH:19]=[N:20][N:21]([CH3:27])[C:22]=2[C:23]([O:25][CH3:26])=[O:24])[S:17][C:13]=1[CH:14]=[CH2:28] |f:0.1.2,4.5,6.7.8.9|. Procedure details: Potassium trifluorovinylborate (172 mg), 1,1′-bis(diphenylphosphino)ferrocene-palladium(II) dichloride (31 mg), and triethylamine (59.4 μl) were added to an ethanol (2.1 ml) solution of the methyl 4-(5-bromo-4-(difluoromethyl)thiazol-2-yl)-1-methyl-1H-pyrazole-5-carboxylate (150 mg) obtained in (Example 1.4) <Step 1>, and the obtained mixture was then stirred in a nitrogen atmosphere at 100° C. for 17 hours. Thereafter, potassium trifluoro(vinyl)borate (342 mg), 1,1′-bis(diphenylphosphino)ferroc... The reactants are O=C1CC(=NC2=C(N1)C=C(C=C2)NC(=O)NC2=CC=CC=C2)C2=CC(=CC=C2)B2OC(C(O2)(C)C)(C)C (1-(2-oxo-4-(3-(4,4,5,5-tetramethyl-1,3,2-dioxaborolan-2-yl)phenyl)-2,3-dihydro-1H-benzo[b][1,4]diazepin-8-yl)-3-phenylurea), C1(=CC=CC=C1)C (toluene), BrC1=CC(=NC(=C1)C)C (4-bromo-2,6-dimethylpyridine), [F-].[Cs+] (CsF). Reagents/catalysts: C1=CC=C(C=C1)P([C-]2C=CC=C2)C3=CC=CC=C3.C1=CC=C(C=C1)P([C-]2C=CC=C2)C3=CC=CC=C3.Cl[Pd]Cl.[Fe+2] (Pd(dppf)2Cl2). The solvent is C1CCOC1 (THF). Reaction conditions: temperature 80 celsius, time 12 hour. Product: C(C1=CC=CC=C1)NC(=O)NC=1C=CC2=C(NC(CC(=N2)C2=CC(=CC=C2)C2=CC(=NC(=C2)C)C)=O)C1 (1-benzyl-3-(4-(3-(2,6-dimethylpyridin-4-yl)phenyl)-2-oxo-2,3-dihydro-1H-benzo[b][1,4]diazepin-8-yl)urea). The yield is 10.2%. Reaction SMILES: [O:1]=[C:2]1[NH:8][C:7]2[CH:9]=[C:10]([NH:13][C:14]([NH:16]C3C=CC=CC=3)=[O:15])[CH:11]=[CH:12][C:6]=2[N:5]=[C:4]([C:23]2[CH:28]=[CH:27][CH:26]=[C:25](B3OC(C)(C)C(C)(C)O3)[CH:24]=2)[CH2:3]1.[C:38]1([CH3:44])[CH:43]=[CH:42][CH:41]=[CH:40][CH:39]=1.Br[C:46]1[CH:51]=[C:50]([CH3:52])[N:49]=[C:48]([CH3:53])[CH:47]=1.[F-].[Cs+]>C1COCC1.C1C=CC(P(C2C=CC=CC=2)[C-]2C=CC=C2)=CC=1.C1C=CC(P(C2C=CC=CC=2)[C-]2C=CC=C2)=CC=1.Cl[Pd]Cl.[Fe+2]>[CH2:44]([NH:16][C:14]([NH:13][C:10]1[CH:11]=[CH:12][C:6]2[N:5]=[C:4]([C:23]3[CH:28]=[CH:27][CH:26]=[C:25]([C:46]4[CH:51]=[C:50]([CH3:52])[N:49]=[C:48]([CH3:53])[CH:47]=4)[CH:24]=3)[CH2:3][C:2](=[O:1])[NH:8][C:7]=2[CH:9]=1)=[O:15])[C:38]1[CH:43]=[CH:42][CH:41]=[CH:40][CH:39]=1 |f:3.4,6.7.8.9|. Procedure details: To a stirred solution of 1 (60 mg, 0.12 mmol) in THF:toluene (10 mL, 1:1) were added 4-bromo-2,6-dimethylpyridine (22 mg, 0.12 mmol) and CsF (54 mg, 0.36 mmol) at RT under inert atmosphere and degassed for 15 min in argon atmosphere. To the resulting solution was added Pd(dppf)2Cl2 (8.0 mg, 0.012 mmol) at RT and again degassed for another 10 min. The resulting reaction mixture was heated to 80° C. and stirred for 12 h; progress of the reaction was monitored by TLC. The reaction mixture was allow... Reactants: C1=CC=CC=C1 (benzene), C(C1=CC=CC=C1)(=O)Cl (benzoyl chloride), C(C)OC=1C=C2CCNC(C2=CC1OCC)=C(C#N)SCC(CN1CCOCC1)O (2-(6,7-diethoxy-1,2,3,4-tetrahydro-1-isoquinolinylidene)-2-[2-hydroxy-3-(4-morpholinyl)propyl]mercaptoacetonitrile). Run in C(C)N(CC)CC (triethylamine). The product is COC=1C=C2CCNC(C2=CC1OC)=C(C#N)SCC(CN1CCOCC1)OC(C1=CC=CC=C1)=O (2-(6,7-dimethoxy-1,2,3,4-tetrahydro-1-isoquinolinylidene)-2-[2-benzoyloxy-3-(4-morpholinyl)propyl]mercaptoacetonitrile). Reaction SMILES: C1C=CC=CC=1.[C:7](Cl)(=[O:14])[C:8]1[CH:13]=[CH:12][CH:11]=[CH:10][CH:9]=1.[CH2:16]([O:18][C:19]1[CH:20]=[C:21]2[C:26](=[CH:27][C:28]=1[O:29][CH2:30]C)[C:25](=[C:32]([S:35][CH2:36][CH:37]([OH:45])[CH2:38][N:39]1[CH2:44][CH2:43][O:42][CH2:41][CH2:40]1)[C:33]#[N:34])[NH:24][CH2:23][CH2:22]2)C>C(N(CC)CC)C>[CH3:16][O:18][C:19]1[CH:20]=[C:21]2[C:26](=[CH:27][C:28]=1[O:29][CH3:30])[C:25](=[C:32]([S:35][CH2:36][CH:37]([O:45][C:7](=[O:14])[C:8]1[CH:13]=[CH:12][CH:11]=[CH:10][CH:9]=1)[CH2:38][N:39]1[CH2:40][CH2:41][O:42][CH2:43][CH2:44]1)[C:33]#[N:34])[NH:24][CH2:23][CH2:22]2. Reported procedure: After adding 40 ml of benzene, 1.0 g of triethylamine and 1.5 g of benzoyl chloride to 4.06 g of 2-(6,7-diethoxy-1,2,3,4-tetrahydro-1-isoquinolinylidene)-2-[2-hydroxy-3-(4-morpholinyl)propyl]mercaptoacetonitrile, the reaction mixture is refluxed for 45 minutes, then cooled down and filtered. After evaporating the filtrate, the residue crystallizes out on adding ethyl acetate to obtain the named product in a yield of 3.25 g, m.p.: 144° C. (from isopropanol).